Dataset: the Open Reaction Database (ORD), a public repository of structured organic reaction records. Task: describe an organic reaction: reactants, conditions, products, and yield The reactants are CO, ClC(Cl)Cl, Cl, Nc1ccccc1[N+](=O)[O-], CSc1ncnc2cc(N)ncc12, [Na+], O=C([O-])O. Yields the product Nc1cc2ncnc(Nc3ccccc3[N+](=O)[O-])c2cn1. Reaction SMILES: [CH3:30][OH:31].[Cl:32][CH:33]([Cl:34])[Cl:35].[ClH:24].[N+:14](=[O:15])([O-:16])[c:17]1[c:18]([NH2:19])[cH:20][cH:21][cH:22][cH:23]1.[NH2:1][c:2]1[cH:3][c:4]2[n:5][cH:6][n:7][c:8]([S:12][CH3:13])[c:9]2[cH:10][n:11]1.[Na+:29].[O-:25][C:26]([OH:27])=[O:28]>>[NH2:1][c:2]1[cH:3][c:4]2[n:5][cH:6][n:7][c:8]([NH:19][c:18]3[c:17]([N+:14](=[O:15])[O-:16])[cH:23][cH:22][cH:21][cH:20]3)[c:9]2[cH:10][n:11]1. The reactants are BrC1=C(C=C(C(=C1)F)F)Br (1,2-dibromo-4,5-difluorobenzene), CSC1=CC=C(C=C1)B(O)O (4-methylthiophenylboronic acid). Yields the product BrC1=C(C=C(C(=C1)F)F)C1=CC=C(C=C1)SC (1-bromo-4,5-difluoro-2-[4-(methylthio)phenyl]benzene). The yield is 175.2%. RXN SMILES: Br[C:2]1[CH:7]=[C:6]([F:8])[C:5]([F:9])=[CH:4][C:3]=1[Br:10].[CH3:11][S:12][C:13]1[CH:18]=[CH:17][C:16](B(O)O)=[CH:15][CH:14]=1>>[Br:10][C:3]1[CH:4]=[C:5]([F:9])[C:6]([F:8])=[CH:7][C:2]=1[C:16]1[CH:17]=[CH:18][C:13]([S:12][CH3:11])=[CH:14][CH:15]=1. Procedure: Following the general procedure outlined in Synthetic Scheme IV, 40 g (147 mmol) of 1,2-dibromo-4,5-difluorobenzene was reacted with 12.3 g (73 mmol) of 4-methylthiophenylboronic acid (Example 1, Step 2). Purification by silica gel chromatography with hexane gave 40.3 g of 1-bromo-4,5-difluoro-2-[4-(methylthio)phenyl]benzene as a yellow oil which was used without further purification. The reactants are NC1=NC(=NC2=CC(=C(C=C12)OC)OC)Cl (4-amino-2-chloro-6,7-dimethoxyquinazoline), C(C1=CC=CC=C1)OC=1C=C(C(=O)N2CCNCC2)C=CC1 (1-(3-benzyloxybenzoyl)piperazine). Run in C(CC(C)C)O (isopentanol). Yields the product O.Cl.NC1=NC(=NC2=CC(=C(C=C12)OC)OC)N1CCN(CC1)C(C1=CC(=CC=C1)OCC1=CC=CC=C1)=O (4-Amino-2-[4-(3-benzyloxybenzoyl)-1-piperazinyl]-6,7-dimethoxyquinazoline hydrochloride hydrate). The yield is 163.8%. RXN SMILES: [NH2:1][C:2]1[C:11]2[C:6](=[CH:7][C:8]([O:14][CH3:15])=[C:9]([O:12][CH3:13])[CH:10]=2)[N:5]=[C:4]([Cl:16])[N:3]=1.[CH2:17]([O:24][C:25]1[CH:26]=[C:27]([CH:36]=[CH:37][CH:38]=1)[C:28]([N:30]1[CH2:35][CH2:34][NH:33][CH2:32][CH2:31]1)=[O:29])[C:18]1[CH:23]=[CH:22][CH:21]=[CH:20][CH:19]=1>C(O)CC(C)C>[OH2:12].[ClH:16].[NH2:1][C:2]1[C:11]2[C:6](=[CH:7][C:8]([O:14][CH3:15])=[C:9]([O:12][CH3:13])[CH:10]=2)[N:5]=[C:4]([N:33]2[CH2:32][CH2:31][N:30]([C:28](=[O:29])[C:27]3[CH:36]=[CH:37][CH:38]=[C:25]([O:24][CH2:17][C:18]4[CH:23]=[CH:22][CH:21]=[CH:20][CH:19]=4)[CH:26]=3)[CH2:35][CH2:34]2)[N:3]=1 |f:3.4.5|. Procedure details: To 70 ml of isopentanol were added 3.48 g of 4-amino-2-chloro-6,7-dimethoxyquinazoline and 3.93 g of 1-(3-benzyloxybenzoyl)piperazine, and the resulting mixture was heated under reflux for 4 hours. After cooling the mixture, the crystals which were produced were collected by filtration and then recrystallized from ethanol, to give 6.59 g of the desired Compound No. 13 hydrochloride hydrate in the form of pale yellow prisms melting at 180°-182° C. (with decomposition). Reported procedure: In analogy to the procedure described in example 4(b), the (3R,4R)-4-[4-(3-cyclopropylmethoxy-propoxy)-phenyl]-3-[1-(3-methoxy-propyl)-1,2,3,4-tetrahydro-quinolin-7-ylmethoxy]-piperidine-1-carboxylic acid tert-butyl ester was deprotected with HCl/methanol to yield the (3R,4R)-7-[4-[4-(3-cyclopropylmethoxy-propoxy)-phenyl]-piperidin-3-yloxymethyl]-1-(3-methoxy-propyl)-1,2,3,4-tetrahydro-quinoline as light yellow oil; MS: 523 (M+H)+. Starting materials: C(C)(C)(C)OC(=O)N1C[C@@H]([C@H](CC1)C1=CC=C(C=C1)OCCCOCC1CC1)OCC1=CC=C2CCCN(C2=C1)CCCOC ((3R,4R)-4-[4-(3-cyclopropylmethoxy-propoxy)-phenyl]-3-[1-(3-methoxy-propyl)-1,2,3,4-tetrahydro-quinolin-7-ylmethoxy]-piperidine-1-carboxylic acid tert-butyl ester), Cl.CO (HCl methanol). Reaction SMILES: C(OC([N:8]1[CH2:13][CH2:12][C@H:11]([C:14]2[CH:19]=[CH:18][C:17]([O:20][CH2:21][CH2:22][CH2:23][O:24][CH2:25][CH:26]3[CH2:28][CH2:27]3)=[CH:16][CH:15]=2)[C@@H:10]([O:29][CH2:30][C:31]2[CH:40]=[C:39]3[C:34]([CH2:35][CH2:36][CH2:37][N:38]3[CH2:41][CH2:42][CH2:43][O:44][CH3:45])=[CH:33][CH:32]=2)[CH2:9]1)=O)(C)(C)C.Cl.CO>>[CH:26]1([CH2:25][O:24][CH2:23][CH2:22][CH2:21][O:20][C:17]2[CH:16]=[CH:15][C:14]([C@H:11]3[CH2:12][CH2:13][NH:8][CH2:9][C@@H:10]3[O:29][CH2:30][C:31]3[CH:40]=[C:39]4[C:34]([CH2:35][CH2:36][CH2:37][N:38]4[CH2:41][CH2:42][CH2:43][O:44][CH3:45])=[CH:33][CH:32]=3)=[CH:19][CH:18]=2)[CH2:28][CH2:27]1 |f:1.2|. Product: C1(CC1)COCCCOC1=CC=C(C=C1)[C@@H]1[C@H](CNCC1)OCC1=CC=C2CCCN(C2=C1)CCCOC ((3R,4R)-7-[4-[4-(3-cyclopropylmethoxy-propoxy)-phenyl]-piperidin-3-yloxymethyl]-1-(3-methoxy-propyl)-1,2,3,4-tetrahydro-quinoline). The reactants are COc1ccc2cncc(CC(=O)O)c2c1Cl, [Na+], [OH-]. Product: COc1ccc2cncc(CC(=O)O)c2c1. RXN SMILES: [Cl:1][c:2]1[c:3]2[c:4]([CH2:14][C:15](=[O:16])[OH:17])[cH:5][n:6][cH:7][c:8]2[cH:9][cH:10][c:11]1[O:12][CH3:13].[Na+:19].[OH-:18]>>[cH:2]1[c:3]2[c:4]([CH2:14][C:15](=[O:16])[OH:17])[cH:5][n:6][cH:7][c:8]2[cH:9][cH:10][c:11]1[O:12][CH3:13]. The reactants are NCC(CC)S (1-amino-2-butanethiol), C(C)(C)N(C(C)C)CC (N,N-Diisopropylethylamine), [Si](C)(C)(C)Cl (Me3SiCl), ice, C(C)(C)N(C(C)C)CC (N,N-diisopropylethylamine), ClC(=O)OCC1=CC=C(C=C1)[N+](=O)[O-] (p-nitrobenzyl chloroformate), ice water. Solvent: CC#N (MeCN), CC#N (MeCN). Reaction conditions: time 10 minute. Product: [N+](=O)([O-])C1=CC=C(COC(=O)NCC(CC)S)C=C1 (N-(p-nitrobenzyloxycarbonyl)-1-amino-2-butanethiol). Reaction SMILES: C(N(CC)C(C)C)(C)C.[Si](Cl)(C)(C)C.[NH2:15][CH2:16][CH:17]([SH:20])[CH2:18][CH3:19].Cl[C:22]([O:24][CH2:25][C:26]1[CH:31]=[CH:30][C:29]([N+:32]([O-:34])=[O:33])=[CH:28][CH:27]=1)=[O:23]>CC#N>[N+:32]([C:29]1[CH:28]=[CH:27][C:26]([CH2:25][O:24][C:22]([NH:15][CH2:16][CH:17]([SH:20])[CH2:18][CH3:19])=[O:23])=[CH:31][CH:30]=1)([O-:34])=[O:33]. Reported procedure: N,N-Diisopropylethylamine (8.50 ml, 0.0488 mol) and Me3SiCl (3.50 ml, 0.0239 mol) were added to an ice-cold, stirring solution of 1-amino-2-butanethiol (3.00 g, 0.0212 mol) in MeCN (16.0 ml). The solution was stirred 10 minutes at 0°, then treated with more N,N-diisopropylethylamine (3.70 ml, 0.0212 mol) and with a solution of p-nitrobenzyl chloroformate (4.57 g, 0.0212 mol) in MeCN (5.0 ml). The resulting mixture was stirred for 30 minutes at 0° and 90 minutes at room temperature. The mixture w... Reactants: NC1=NC=C(C(=N1)N)CC1=CC(=C(C(=C1)OC)OC)O (2,4-diamino-5-(3-hydroxy-4,5-dimethoxybenzyl)pyrimidine), ClC(C#C)C (3-chloro-1-butyne). The product is NC1=NC=C(C(=N1)N)CC1=CC(=C(C(=C1)OC(C#C)C)OC)OC (2,4-Diamino-5-[3,4-dimethoxy-5-(1-methyl-2-propynyloxy)benzyl]pyrimidine). The yield is 62.0%. RXN SMILES: [NH2:1][C:2]1[N:7]=[C:6]([NH2:8])[C:5]([CH2:9][C:10]2[CH:15]=[C:14]([O:16][CH3:17])[C:13]([O:18][CH3:19])=[C:12]([OH:20])[CH:11]=2)=[CH:4][N:3]=1.Cl[CH:22]([CH3:25])[C:23]#[CH:24]>>[NH2:1][C:2]1[N:7]=[C:6]([NH2:8])[C:5]([CH2:9][C:10]2[CH:11]=[C:12]([O:20][CH:23]([CH3:24])[C:22]#[CH:25])[C:13]([O:18][CH3:19])=[C:14]([O:16][CH3:17])[CH:15]=2)=[CH:4][N:3]=1. Procedure: The title compound was prepared in 62% yield from 2,4-diamino-5-(3-hydroxy-4,5-dimethoxybenzyl)pyrimidine and 3-chloro-1-butyne by the procedure of Example 1A. Crystallization from methanol gave white solid; mp 153°-155°. Anal. Calcd for C17H20N4O3 : C, 62.18; H, 6.14; N, 17.06. Found: C, 61.93; H, 6.22; N, 16.98. Starting materials: N1(CCOCC1)C=1N=C(NC(C1)=O)CC(=O)[O-].[Na+] (sodium [4-(morpholin-4-yl)-6-oxo-1,6-dihydropyrimidin-2-yl]acetate), NC1=C2C=CN(C2=CC=C1)C(=O)OC(C)(C)C (2-methylpropan-2-yl 4-amino-1 H-indole-1-carboxylate). The product is N1(CCOCC1)C=1N=C(NC(C1)=O)CC(=O)NC1=C2C=CN(C2=CC=C1)C(=O)OC(C)(C)C (2-methylpropan-2-yl 4-({[4-(morpholin-4-yl)-6-oxo-1,6-dihydropyrimidin-2-yl]acetyl}amino)-1H-indole-1-carboxylate). The yield is 57.6%. RXN SMILES: [N:1]1([C:7]2[N:8]=[C:9]([CH2:14][C:15]([O-:17])=O)[NH:10][C:11](=[O:13])[CH:12]=2)[CH2:6][CH2:5][O:4][CH2:3][CH2:2]1.[Na+].[NH2:19][C:20]1[CH:28]=[CH:27][CH:26]=[C:25]2[C:21]=1[CH:22]=[CH:23][N:24]2[C:29]([O:31][C:32]([CH3:35])([CH3:34])[CH3:33])=[O:30]>>[N:1]1([C:7]2[N:8]=[C:9]([CH2:14][C:15]([NH:19][C:20]3[CH:28]=[CH:27][CH:26]=[C:25]4[C:21]=3[CH:22]=[CH:23][N:24]4[C:29]([O:31][C:32]([CH3:35])([CH3:34])[CH3:33])=[O:30])=[O:17])[NH:10][C:11](=[O:13])[CH:12]=2)[CH2:2][CH2:3][O:4][CH2:5][CH2:6]1 |f:0.1|. Procedure: The product is prepared according to the procedure described in example 5, using 500 mg of sodium [4-(morpholin-4-yl)-6-oxo-1,6-dihydropyrimidin-2-yl]acetate and 445 mg of 2-methylpropan-2-yl 4-amino-1 H-indole-1-carboxylate in place of the 2,4-difluoroaniline. 500 mg of 2-methylpropan-2-yl 4-({[4-(morpholin-4-yl)-6-oxo-1,6-dihydropyrimidin-2-yl]acetyl}amino)-1H-indole-1-carboxylate are obtained in the form of a brown solid, the characteristics of which are the following: